Dataset: the Open Reaction Database (ORD), a public repository of structured organic reaction records. Task: describe an organic reaction: reactants, conditions, products, and yield Starting materials: C(C)OC(C(CC1=CC=C(C=C1)OCCC1N(C(N(C1)CC1=CC=CC=C1)=O)C)(C)OC1=C(C=CC=C1)F)=O (3-{4-[2-(1-Benzyl-3-methyl-2-oxo-imidazolidin-4-yl)-ethoxy]-phenyl}-2-(2-fluoro-phenoxy)-2-methyl-propionic acid ethyl ester), [OH-].[Na+] (NaOH). Run in C(C)O (ethanol). Product: C(C1=CC=CC=C1)N1C(N(C(C1)CCOC1=CC=C(C=C1)CC(C(=O)O)(C)OC1=C(C=CC=C1)F)C)=O (3-{4-[2-(1-Benzyl-3-methyl-2-oxo-imidazolidin-4-yl)-ethoxy]-phenyl}-2-(2-fluoro-phenoxy)-2-methyl-propionic acid). As a reaction SMILES: C([O:3][C:4](=[O:39])[C:5]([O:31][C:32]1[CH:37]=[CH:36][CH:35]=[CH:34][C:33]=1[F:38])([CH3:30])[CH2:6][C:7]1[CH:12]=[CH:11][C:10]([O:13][CH2:14][CH2:15][CH:16]2[CH2:20][N:19]([CH2:21][C:22]3[CH:27]=[CH:26][CH:25]=[CH:24][CH:23]=3)[C:18](=[O:28])[N:17]2[CH3:29])=[CH:9][CH:8]=1)C.[OH-].[Na+]>C(O)C>[CH2:21]([N:19]1[CH2:20][CH:16]([CH2:15][CH2:14][O:13][C:10]2[CH:11]=[CH:12][C:7]([CH2:6][C:5]([O:31][C:32]3[CH:37]=[CH:36][CH:35]=[CH:34][C:33]=3[F:38])([CH3:30])[C:4]([OH:39])=[O:3])=[CH:8][CH:9]=2)[N:17]([CH3:29])[C:18]1=[O:28])[C:22]1[CH:27]=[CH:26][CH:25]=[CH:24][CH:23]=1 |f:1.2|. Procedure: A solution of 3-{4-[2-(1-Benzyl-3-methyl-2-oxo-imidazolidin-4-yl)-ethoxy]-phenyl}-2-(2-fluoro-phenoxy)-2-methyl-propionic acid ethyl ester and 5N NaOH (0.2 mL) in ethanol (2 mL) is refluxed under nitrogen for 1 h, cooled to ambient temperature, and concentrated in vacuo. The residue is diluted with 1N HCl, extracted with CH2Cl2, dried, concentrated in vacuo, and purified by LCMS to provide the title compound. 1H NMR (400 MHz, CDCl3): δ 7.55 (d, 1H, J=8.4 Hz), 7.34-7.21 (m, 6H), 7.10-7.01 (m, 4H)... The reactants are glass, C(CCC)OC1=CC=C(C=C)C=C1 (p-butoxystyrene), OC1=CC=C(C=C)C=C1 (p-hydroxystyrene), C(C=C)(=O)OC(C)(C)C (t-butyl acrylate), C(C=C)(=O)O (acrylic acid), C(C)(C)(C)OOC(C(=O)[O-])(CCCC)CC (t-butylperoxy(2-ethylhexanoate)). The solvent is CC(=O)C (acetone). Reaction conditions: temperature 90 celsius. Yields the product C(CCC)OC1=CC=C(C=C)C=C1.OC1=CC=C(C=C)C=C1.C(C=C)(=O)OC(C)(C)C.C(C=C)(=O)O (p-butoxystyrene p-hydroxystyrene t-butyl acrylate acrylic acid). RXN SMILES: [CH2:1]([O:5][C:6]1[CH:13]=[CH:12][C:9]([CH:10]=[CH2:11])=[CH:8][CH:7]=1)[CH2:2][CH2:3][CH3:4].[OH:14][C:15]1[CH:22]=[CH:21][C:18]([CH:19]=[CH2:20])=[CH:17][CH:16]=1.[C:23]([O:27][C:28]([CH3:31])([CH3:30])[CH3:29])(=[O:26])[CH:24]=[CH2:25].[C:32]([OH:36])(=[O:35])[CH:33]=[CH2:34].C(OOC(CC)(CCCC)C([O-])=O)(C)(C)C>CC(C)=O>[CH2:1]([O:5][C:6]1[CH:7]=[CH:8][C:9]([CH:10]=[CH2:11])=[CH:12][CH:13]=1)[CH2:2][CH2:3][CH3:4].[OH:14][C:15]1[CH:22]=[CH:21][C:18]([CH:19]=[CH2:20])=[CH:17][CH:16]=1.[C:23]([O:27][C:28]([CH3:31])([CH3:30])[CH3:29])(=[O:26])[CH:24]=[CH2:25].[C:32]([OH:36])(=[O:35])[CH:33]=[CH2:34] |f:6.7.8.9|. Procedure: In an autoclave equipped with a 1.0-liter glass polymerization vessel and purged with nitrogen, polymerization reaction was carried out by dissolving 19.4 grams (0.11 mol) of p-butoxystyrene, 13.2 grams (0.11 mol) of p-hydroxystyrene, 25.0 grams (0.20 mol) of t-butyl acrylate, and 0.7 grams (0.01 mol) of acrylic acid in 300 grams of acetone, adding 3.5 grams of t-butylperoxy(2-ethylhexanoate) as a polymerization catalyst, and heating the mixture at 90° C. Thereafter, the catalyst was added in in... The reactants are NC=1SC=C(N1)CO ((2-aminothiazol-4-yl)methanol), C(=O)([O-])[O-].[K+].[K+] (K2CO3), ClC1=NC(=CC=2N=CN(C(C21)=O)C)Cl (5,7-dichloro-3-methylpyrido[4,3-d]pyrimidin-4(3H)-one). The solvent is O1CCOCC1 (1,4-dioxane). Conditions: temperature 80 celsius. The product is ClC1=CC=2N=CN(C(C2C(=N1)NC=1SC=C(N1)CO)=O)C (7-chloro-5-(4-(hydroxymethyl)thiazol-2-ylamino)-3-methylpyrido[4,3-d]pyrimidin-4(3H)-one). As a reaction SMILES: [NH2:1][C:2]1[S:3][CH:4]=[C:5]([CH2:7][OH:8])[N:6]=1.C([O-])([O-])=O.[K+].[K+].Cl[C:16]1[C:25]2[C:24](=[O:26])[N:23]([CH3:27])[CH:22]=[N:21][C:20]=2[CH:19]=[C:18]([Cl:28])[N:17]=1>O1CCOCC1>[Cl:28][C:18]1[N:17]=[C:16]([NH:1][C:2]2[S:3][CH:4]=[C:5]([CH2:7][OH:8])[N:6]=2)[C:25]2[C:24](=[O:26])[N:23]([CH3:27])[CH:22]=[N:21][C:20]=2[CH:19]=1 |f:1.2.3|. Procedure: (2-aminothiazol-4-yl)methanol (70.0 mg, 0.54 mmol) and K2CO3 (148.6 mg, 1.08 mmol) were added to a solution of 5,7-dichloro-3-methylpyrido[4,3-d]pyrimidin-4(3H)-one (123.7 mg, 0.54 mmol) in 1,4-dioxane (2.7 mL). The reaction mixture was heated at 80° C. overnight, cooled down, quenched with H2O (20 mL) and extracted with ethyl acetate (3×5 mL). The combined organic layers were washed with brine, dried over MgSO4, filtered, concentrated, and purified by silica gel chromatography (10% methanol/dic... Starting materials: COc1nc(SC)nc2c1c(C)cn2Cc1ccc(C(=O)c2ccc(Cl)cc2)cc1, C1COCCO1, O, Cc1cc(O)c(C(C)(C)C)cc1Sc1cc(C(C)(C)C)c(O)cc1C. The product is CSc1nc2c(c(C)cn2Cc2ccc(C(=O)c3ccc(Cl)cc3)cc2)c(=O)[nH]1. Reaction SMILES: [Cl:1][c:2]1[cH:3][cH:4][c:5]([C:6](=[O:7])[c:8]2[cH:9][cH:10][c:11]([CH2:12][n:13]3[cH:14][c:15]([CH3:26])[c:16]4[c:17]3[n:18][c:19]([S:24][CH3:25])[n:20][c:21]4[O:22][CH3:23])[cH:27][cH:28]2)[cH:29][cH:30]1.[O:57]1[CH2:58][CH2:59][O:60][CH2:61][CH2:62]1.[OH2:56].[S:31]([c:32]1[c:33]([CH3:34])[cH:35][c:36]([OH:37])[c:38]([C:39]([CH3:40])([CH3:41])[CH3:42])[cH:43]1)[c:44]1[c:45]([CH3:46])[cH:47][c:48]([OH:49])[c:50]([C:51]([CH3:52])([CH3:53])[CH3:54])[cH:55]1>>[Cl:1][c:2]1[cH:3][cH:4][c:5]([C:6](=[O:7])[c:8]2[cH:9][cH:10][c:11]([CH2:12][n:13]3[cH:14][c:15]([CH3:26])[c:16]4[c:17]3[n:18][c:19]([S:24][CH3:25])[nH:20][c:21]4=[O:22])[cH:27][cH:28]2)[cH:29][cH:30]1.